Dataset: the Open Reaction Database (ORD), a public repository of structured organic reaction records. Task: describe an organic reaction: reactants, conditions, products, and yield Reactants: CC#CCN1CCC(C(=O)OC)=Cc2cc(-c3ccc(OCCOCCCC)cc3)ccc21, C1CCOC1, Cl, [K+], [OH-]. The product is CC#CCN1CCC(C(=O)O)=Cc2cc(-c3ccc(OCCOCCCC)cc3)ccc21. Reaction SMILES: [CH2:1]([CH2:2][CH2:3][CH3:4])[O:5][CH2:6][CH2:7][O:8][c:9]1[cH:10][cH:11][c:12](-[c:15]2[cH:16][cH:17][c:18]3[c:19]([cH:33]2)[CH:20]=[C:21]([C:29](=[O:30])[O:31][CH3:32])[CH2:22][CH2:23][N:24]3[CH2:25][C:26]#[C:27][CH3:28])[cH:13][cH:14]1.[CH2:37]1[O:38][CH2:39][CH2:40][CH2:41]1.[ClH:36].[K+:35].[OH-:34]>>[CH2:1]([CH2:2][CH2:3][CH3:4])[O:5][CH2:6][CH2:7][O:8][c:9]1[cH:10][cH:11][c:12](-[c:15]2[cH:16][cH:17][c:18]3[c:19]([cH:33]2)[CH:20]=[C:21]([C:29](=[O:30])[OH:31])[CH2:22][CH2:23][N:24]3[CH2:25][C:26]#[C:27][CH3:28])[cH:13][cH:14]1. Reactants: C[C@@]1([C@H](C[C@H](OC)O[C@H]1C)NC(C(F)(F)F)=O)O (methyl 2,3,6-trideoxy-4-C-methyl-3-trifluoroacetamido-α-L-lyxo hexopyranoside), C([O-])(O)=O.[Na+] (sodium bicarbonate), C[C@@]1([C@H](C[C@H](OC)O[C@H]1C)NC(C(F)(F)F)=O)O (methyl 2,3,6-trideoxy-4-C-methyl-3-trifluoroacetamido-α-L-lyxo hexopyranoside), S(=O)(Cl)Cl (thionyl chloride). Solvent: C1=CC=CC=C1 (benzene). Product: C=C1[C@H](C[C@H](OC)O[C@H]1C)NC(C(F)(F)F)=O (methyl 2,3,4,6-tetradeoxy-4-C-methylene-3-trifluoroacetamido-α-L-threohexopyranoside). RXN SMILES: [CH3:1][C@@:2]1(O)[C@H:9]([CH3:10])[O:8][C@@H:5]([O:6][CH3:7])[CH2:4][C@@H:3]1[NH:11][C:12](=[O:17])[C:13]([F:16])([F:15])[F:14].S(Cl)(Cl)=O.C(=O)(O)[O-].[Na+]>C1C=CC=CC=1>[CH2:1]=[C:2]1[C@H:9]([CH3:10])[O:8][C@@H:5]([O:6][CH3:7])[CH2:4][C@@H:3]1[NH:11][C:12](=[O:17])[C:13]([F:16])([F:15])[F:14] |f:2.3|. Procedure details: The starting material for the preparation of the intermediates III-A and III-B is methyl 2,3,6-trideoxy-4-C-methyl-3-trifluoroacetamido-α-L-lyxo hexopyranoside (VII), a known compound described in British patent application No. 2034707. Treatment of this compound (VII) in anhydrous benzene with thionyl chloride, followed by aqueous sodium bicarbonate gives methyl 2,3,4,6-tetradeoxy-4-C-methylene-3-trifluoroacetamido-α-L-threohexopyranoside (VIII). Catalytic hydrogenation of compound VIII proceed... Starting materials: ClC1=CC(=CC=C1)Cl (m-dichlorobenzene), product, [Cl-].[Al+3].[Cl-].[Cl-] (aluminium chloride), O1CC1CCCC (1,2-epoxyhexane). Run in Cl (hydrochloric acid). Reaction conditions: time 8 hour. Yields the product ClC1=C(C=CC(=C1)Cl)C(CCCCO)C (5-(2,4-dichlorophenyl) hexan-1-ol). Reaction SMILES: [Cl:1][C:2]1[CH:7]=[CH:6][CH:5]=[C:4]([Cl:8])[CH:3]=1.[Cl-].[Al+3].[Cl-].[Cl-].[O:13]1[CH:15]([CH2:16][CH2:17][CH2:18][CH3:19])[CH2:14]1>Cl>[Cl:1][C:2]1[CH:3]=[C:4]([Cl:8])[CH:5]=[CH:6][C:7]=1[CH:18]([CH3:19])[CH2:17][CH2:16][CH2:15][CH2:14][OH:13] |f:1.2.3.4|. Procedure details: A slurry of m-dichlorobenzene, 735 g. (5.0 mole) and anhydrous aluminium chloride, 162 g. (1.1 mole) is cooled to 10° using an ice-water bath and 1,2-epoxyhexane, 100 g. (1.0 mole) is added dropwise over a one hour period. The temperature of the reaction is kept below 15°. The reaction mixture is allowed to come to room temperature and stirring is continued overnight. The reaction mixture is then poured into a 4 liter flask containing ice and concentrated hydrochloric acid (50 ml.) with stirring... Starting materials: CN(C)C=O, CC(CCCCOS(C)(=O)=O)=C(F)F, CCc1nn(C)c(C(=O)O)c1Cl, [Na+], O, O=C([O-])O. As a reaction SMILES: [CH3:1][N:2]([CH3:3])[CH:4]=[O:5].[CH3:6][S:7](=[O:8])(=[O:9])[O:10][CH2:11][CH2:12][CH2:13][CH2:14][C:15](=[C:16]([F:17])[F:18])[CH3:19].[Cl:20][c:21]1[c:22]([C:29](=[O:30])[OH:31])[n:23]([CH3:28])[n:24][c:25]1[CH2:26][CH3:27].[Na+:32].[OH2:37].[OH:33][C:34](=[O:35])[O-:36]>>[O:10]([CH2:11][CH2:12][CH2:13][CH2:14][C:15](=[C:16]([F:17])[F:18])[CH3:19])[C:29]([c:22]1[c:21]([Cl:20])[c:25]([CH2:26][CH3:27])[n:24][n:23]1[CH3:28])=[O:30]. Product: CCc1nn(C)c(C(=O)OCCCCC(C)=C(F)F)c1Cl. Yields the product CN1CCC(Nc2cccc(N=C(c3ccccc3)c3ccccc3)c2F)CC1. Reaction SMILES: [C:17]([c:18]1[cH:19][cH:20][cH:21][cH:22][cH:23]1)([c:24]1[cH:25][cH:26][cH:27][cH:28][cH:29]1)=[NH:30].[CH3:120][c:121]1[cH:122][cH:123][cH:124][cH:125][cH:126]1.[CH3:1][N:2]1[CH2:3][CH2:4][CH:5]([NH:8][c:9]2[c:10]([F:16])[c:11]([Cl:15])[cH:12][cH:13][cH:14]2)[CH2:6][CH2:7]1.[CH3:56][C:57]([CH3:58])([O-:59])[CH3:60].[CH3:62][OH:63].[CH:31]1([P:32]([CH:33]2[CH2:34][CH2:35][CH2:36][CH2:37][CH2:38]2)[c:39]2[cH:40][cH:41][cH:42][cH:43][c:44]2-[c:45]2[cH:46][cH:47][cH:48][cH:49][cH:50]2)[CH2:51][CH2:52][CH2:53][CH2:54][CH2:55]1.[Na+:61].[O:102]=[C:103]([CH:104]=[CH:105][c:106]1[cH:107][cH:108][cH:109][cH:110][cH:111]1)[CH:112]=[CH:113][c:114]1[cH:115][cH:116][cH:117][cH:118][cH:119]1.[O:66]=[C:67]([CH:68]=[CH:69][c:70]1[cH:71][cH:72][cH:73][cH:74][cH:75]1)[CH:76]=[CH:77][c:78]1[cH:79][cH:80][cH:81][cH:82][cH:83]1.[O:84]=[C:85]([CH:86]=[CH:87][c:88]1[cH:89][cH:90][cH:91][cH:92][cH:93]1)[CH:94]=[CH:95][c:96]1[cH:97][cH:98][cH:99][cH:100][cH:101]1.[Pd:64].[Pd:65]>>[CH3:1][N:2]1[CH2:3][CH2:4][CH:5]([NH:8][c:9]2[c:10]([F:16])[c:11]([N:30]=[C:17]([c:18]3[cH:19][cH:20][cH:21][cH:22][cH:23]3)[c:24]3[cH:25][cH:26][cH:27][cH:28][cH:29]3)[cH:12][cH:13][cH:14]2)[CH2:6][CH2:7]1. The reactants are N=C(c1ccccc1)c1ccccc1, Cc1ccccc1, CN1CCC(Nc2cccc(Cl)c2F)CC1, CC(C)(C)[O-], CO, c1ccc(-c2ccccc2P(C2CCCCC2)C2CCCCC2)cc1, [Na+], O=C(C=Cc1ccccc1)C=Cc1ccccc1, O=C(C=Cc1ccccc1)C=Cc1ccccc1, O=C(C=Cc1ccccc1)C=Cc1ccccc1, [Pd], [Pd]. Starting materials: C1=CC=C(C=C1)P(C2=CC=CC=C2)C3=CC=CC=C3 (triphenylphosphine resin), C(Cl)(Cl)(Cl)Cl (carbontetrachloride), OCCOCN1C(NC(C(=C1)C)=O)=O (1-[(2-hydroxyethoxy)methyl]-5-methyl-2,4(1H,3H)-pyrimidinedione). Solvent: C(C)(=O)OCC (ethyl acetate), CO (methanol), N1=CC=CC=C1 (pyridine). Run at time 3 day. Yields the product ClCCOCN1C(NC(C(=C1)C)=O)=O (1-[(2-Chloroethoxy)methyl]-5-methyl-2,4(1H,3H)-pyrimidinedione). RXN SMILES: O[CH2:2][CH2:3][O:4][CH2:5][N:6]1[CH:11]=[C:10]([CH3:12])[C:9](=[O:13])[NH:8][C:7]1=[O:14].C1C=CC(P(C2C=CC=CC=2)C2C=CC=CC=2)=CC=1.C(Cl)(Cl)(Cl)[Cl:35]>N1C=CC=CC=1.C(OCC)(=O)C.CO>[Cl:35][CH2:2][CH2:3][O:4][CH2:5][N:6]1[CH:11]=[C:10]([CH3:12])[C:9](=[O:13])[NH:8][C:7]1=[O:14]. Procedure details: 150 mg (0.75 mmol) 1-[(2-hydroxyethoxy)methyl]-5-methyl-2,4(1H,3H)-pyrimidinedione were dissolved in 10 ml pyridine and 1 g PS-triphenylphosphine resin (3 mmol/g) and 147 μl carbontetrachloride were added. The reaction was stirred at room temperature for 3 days. The reaction mixture was diluted with a mixture of ethyl acetate and methanol and centrifuged. The supernatant was decanted and the solvent was evaporated under reduced pressure. The residue, dissolved in ethyl acetate and a small amount...